This data is from the Open Reaction Database (ORD), a public repository of structured organic reaction records. The task is: describe an organic reaction: reactants, conditions, products, and yield Starting materials: CCCCCCCCCCBr, CC(C)c1cccc(C(C)C)c1NC(=O)NOCc1ccccc1, CN(C)C=O, CCCCCC, [H-], [Na+], O. Yields the product CCCCCCCCCCN(OCc1ccccc1)C(=O)Nc1c(C(C)C)cccc1C(C)C. As a reaction SMILES: [Br:27][CH2:28][CH2:29][CH2:30][CH2:31][CH2:32][CH2:33][CH2:34][CH2:35][CH2:36][CH3:37].[CH3:1][CH:2]([CH3:3])[c:4]1[c:5]([NH:13][C:14](=[O:15])[NH:16][O:17][CH2:18][c:19]2[cH:20][cH:21][cH:22][cH:23][cH:24]2)[c:6]([CH:10]([CH3:11])[CH3:12])[cH:7][cH:8][cH:9]1.[CH3:38][N:39]([CH3:40])[CH:41]=[O:42].[CH3:43][CH2:44][CH2:45][CH2:46][CH2:47][CH3:48].[H-:25].[Na+:26].[OH2:49]>>[CH3:1][CH:2]([CH3:3])[c:4]1[c:5]([NH:13][C:14](=[O:15])[N:16]([O:17][CH2:18][c:19]2[cH:20][cH:21][cH:22][cH:23][cH:24]2)[CH2:28][CH2:29][CH2:30][CH2:31][CH2:32][CH2:33][CH2:34][CH2:35][CH2:36][CH3:37])[c:6]([CH:10]([CH3:11])[CH3:12])[cH:7][cH:8][cH:9]1. Reactants: ClC(Cl)Cl, Cl, ON=Cc1ccc(Cl)c(Cl)c1. Yields the product ON=C(Cl)c1ccc(Cl)c(Cl)c1. RXN SMILES: [CH:13]([Cl:14])([Cl:15])[Cl:16].[Cl:12].[Cl:1][c:2]1[cH:3][c:4]([CH:5]=[N:6][OH:7])[cH:8][cH:9][c:10]1[Cl:11]>>[Cl:1][c:2]1[cH:3][c:4]([C:5](=[N:6][OH:7])[Cl:14])[cH:8][cH:9][c:10]1[Cl:11]. Starting materials: O=Cc1cc(Br)ccc1Cl, C1CCOC1, [Li]C. Product: CC(O)c1cc(Br)ccc1Cl. RXN SMILES: [Br:3][c:4]1[cH:5][cH:6][c:7]([Cl:12])[c:8]([CH:9]=[O:10])[cH:11]1.[CH2:13]1[O:14][CH2:15][CH2:16][CH2:17]1.[CH3:1][Li:2]>>[CH3:1][CH:9]([c:8]1[c:7]([Cl:12])[cH:6][cH:5][c:4]([Br:3])[cH:11]1)[OH:10]. The reactants are [BH4-], CS(=O)(=O)c1ccc(C=O)c(C(F)(F)F)c1, CCO, Cl, [Na+]. The product is CS(=O)(=O)c1ccc(CO)c(C(F)(F)F)c1. As a reaction SMILES: [BH4-:17].[CH3:1][S:2](=[O:3])(=[O:4])[c:5]1[cH:6][c:7]([C:13]([F:14])([F:15])[F:16])[c:8]([CH:9]=[O:10])[cH:11][cH:12]1.[CH3:20][CH2:21][OH:22].[ClH:19].[Na+:18]>>[CH3:1][S:2](=[O:3])(=[O:4])[c:5]1[cH:6][c:7]([C:13]([F:14])([F:15])[F:16])[c:8]([CH2:9][OH:10])[cH:11][cH:12]1. Starting materials: F[B-](F)(F)F, CCOC(C)=O, CCN(C(C)C)C(C)C, O=Cc1ccc(OCC(=O)O)cc1, ClCCl, CC(C)(C)OC(=O)NCCN, CN(C)C(On1nnc2ccccc21)=[N+](C)C. Yields the product CC(C)(C)OC(=O)NCCNC(=O)COc1ccc(C=O)cc1. RXN SMILES: [B-:23]([F:24])([F:25])([F:26])[F:27].[CH3:59][CH2:60][O:61][C:62]([CH3:63])=[O:64].[CH:14]([N:15]([CH2:16][CH3:17])[CH:18]([CH3:19])[CH3:20])([CH3:21])[CH3:22].[CH:1](=[O:2])[c:3]1[cH:4][cH:5][c:6]([O:7][CH2:8][C:9](=[O:10])[OH:11])[cH:12][cH:13]1.[Cl:56][CH2:57][Cl:58].[NH2:45][CH2:46][CH2:47][NH:48][C:49]([O:50][C:51]([CH3:52])([CH3:53])[CH3:54])=[O:55].[n:28]1([O:29][C:30]([N:31]([CH3:32])[CH3:33])=[N+:34]([CH3:35])[CH3:36])[c:37]2[cH:38][cH:39][cH:40][cH:41][c:42]2[n:43][n:44]1>>[CH:1](=[O:2])[c:3]1[cH:4][cH:5][c:6]([O:7][CH2:8][C:9](=[O:11])[NH:45][CH2:46][CH2:47][NH:48][C:49]([O:50][C:51]([CH3:52])([CH3:53])[CH3:54])=[O:55])[cH:12][cH:13]1. Reactants: CCCC[N+](CCCC)(CCCC)CCCC, C1CCOC1, [F-], CC(NC(=O)C1(O)CCC(O[Si](C)(C)C(C)(C)C)CC1)c1ccc(F)cc1. Product: CC(NC(=O)C1(O)CCC(O)CC1)c1ccc(F)cc1. As a reaction SMILES: [CH2:29]([N+:30]([CH2:31][CH2:32][CH2:33][CH3:34])([CH2:35][CH2:36][CH2:37][CH3:38])[CH2:39][CH2:40][CH2:41][CH3:42])[CH2:43][CH2:44][CH3:45].[CH2:46]1[O:47][CH2:48][CH2:49][CH2:50]1.[F-:28].[F:1][c:2]1[cH:3][cH:4][c:5]([CH:8]([CH3:9])[NH:10][C:11](=[O:12])[C:13]2([OH:27])[CH2:14][CH2:15][CH:16]([O:19][Si:20]([C:21]([CH3:22])([CH3:23])[CH3:24])([CH3:25])[CH3:26])[CH2:17][CH2:18]2)[cH:6][cH:7]1>>[F:1][c:2]1[cH:3][cH:4][c:5]([CH:8]([CH3:9])[NH:10][C:11](=[O:12])[C:13]2([OH:27])[CH2:14][CH2:15][CH:16]([OH:19])[CH2:17][CH2:18]2)[cH:6][cH:7]1. Starting materials: CN(C)CC1=CC=C(O1)CSCCN (2-[(5-dimethylaminomethyl-2furanyl)methylthio]ethylamine), C(C)OC1=NS(C(=C1N)S(=O)(=O)C)=O (3-ethoxy-4-amino-5-methylsulfonylisothiazole-1-oxide). Solvent: C(C)#N (acetonitrile). Reaction conditions: time 15 hour. Yields the product CN(C)CC1=CC=C(O1)CSCCNC1=NS(C(=C1N)S(=O)(=O)C)=O (3-[2-[(5-Dimethylaminomethyl-2-furanyl)methylthio]ethyl]amino-4-amino-5-methylsulfonylisothiazole-1-oxide). Reaction SMILES: [CH3:1][N:2]([CH2:4][C:5]1[O:9][C:8]([CH2:10][S:11][CH2:12][CH2:13][NH2:14])=[CH:7][CH:6]=1)[CH3:3].C(O[C:18]1[C:22]([NH2:23])=[C:21]([S:24]([CH3:27])(=[O:26])=[O:25])[S:20](=[O:28])[N:19]=1)C>C(#N)C>[CH3:3][N:2]([CH2:4][C:5]1[O:9][C:8]([CH2:10][S:11][CH2:12][CH2:13][NH:14][C:18]2[C:22]([NH2:23])=[C:21]([S:24]([CH3:27])(=[O:26])=[O:25])[S:20](=[O:28])[N:19]=2)=[CH:7][CH:6]=1)[CH3:1]. Reported procedure: To a solution of 2-[(5-dimethylaminomethyl-2furanyl)methylthio]ethylamine (440 mg, 2 mmol) in acetonitrile (6 ml) there was added 3-ethoxy-4-amino-5-methylsulfonylisothiazole-1-oxide (480 mg, 2 mmol). This mixture was stirred under a nitrogen atmosphere for 15 hours as product slowly crystallized out. Precipitate was collected by filtration, washed with acetonitrile, diethyl ether and air dried to give 650 mg, of title compound, mp 134°-137°. Starting materials: N1(C=NN=C1)C(C(C(C)(C)C)COC1=C(C=C(C=C1)Cl)Cl)O (1-(1H-1,3,4-triazolyl)-2-(2,4-dichlorophenoxymethyl)-3,3-dimethylbutanol), N1=CC=CC=C1 (pyridine), S(=O)(Cl)Cl (thionyl chloride). Run in ClCCl (dichloromethane), ClCCl (dichloromethane). Yields the product N1(N=CN=C1)C=C(C(C)(C)C)COC1=C(C=C(C=C1)Cl)Cl (1-(1H-1,2,4-triazol-1-yl)-2-(2,4-dichlorophenoxymethyl)-3,3-dimethylbutene). Isolated yield 75.0%. As a reaction SMILES: S(Cl)(Cl)=O.[N:5]1([CH:10](O)[CH:11]([CH2:16][O:17][C:18]2[CH:23]=[CH:22][C:21]([Cl:24])=[CH:20][C:19]=2[Cl:25])[C:12]([CH3:15])([CH3:14])[CH3:13])[CH:9]=[N:8]N=C1.[N:27]1C=CC=C[CH:28]=1>ClCCl>[N:5]1([CH:10]=[C:11]([CH2:16][O:17][C:18]2[CH:23]=[CH:22][C:21]([Cl:24])=[CH:20][C:19]=2[Cl:25])[C:12]([CH3:13])([CH3:14])[CH3:15])[CH:9]=[N:8][CH:28]=[N:27]1. Procedure: With stirring, 100 ml of dichloromethane and 10 ml of thionyl chloride are cooled to -30° C. and then 17.5 g (0.05 mole) of 1-(1H-1,3,4-triazolyl)-2-(2,4-dichlorophenoxymethyl)-3,3-dimethylbutanol are added in portions. The reaction mixture is stirred for 2 hours and then a solution of 15 ml of pyridine in 30 ml of dichloromethane is added dropwise and the mixture is stirred for about 12 hours at room temperature. The clear solution is concentrated in vacuo and, after addition of ice, the residu... The reactants are CC(C)(C)OC(=O)N1CCC(N2CCNC(=O)C2)CC1, CO, Cl. The product is Cl, O=C1CN(C2CCNCC2)CCN1. RXN SMILES: [C:1]([O:2][C:3](=[O:4])[N:8]1[CH2:9][CH2:10][CH:11]([N:14]2[CH2:15][C:16](=[O:20])[NH:17][CH2:18][CH2:19]2)[CH2:12][CH2:13]1)([CH3:5])([CH3:6])[CH3:7].[CH3:22][OH:23].[ClH:21]>>[ClH:21].[NH:8]1[CH2:9][CH2:10][CH:11]([N:14]2[CH2:15][C:16](=[O:20])[NH:17][CH2:18][CH2:19]2)[CH2:12][CH2:13]1. Starting materials: COCCOc1ncc(C(=O)O)cc1Br, NC1CCCCC1O. Product: COCCOc1ncc(C(=O)NC2CCCCC2O)cc1Br. As a reaction SMILES: [Br:1][c:2]1[c:3]([O:11][CH2:12][CH2:13][O:14][CH3:15])[n:4][cH:5][c:6]([C:7](=[O:8])[OH:9])[cH:10]1.[NH2:16][CH:17]1[CH:18]([OH:23])[CH2:19][CH2:20][CH2:21][CH2:22]1>>[Br:1][c:2]1[c:3]([O:11][CH2:12][CH2:13][O:14][CH3:15])[n:4][cH:5][c:6]([C:7](=[O:9])[NH:16][CH:17]2[CH:18]([OH:23])[CH2:19][CH2:20][CH2:21][CH2:22]2)[cH:10]1.